Dataset: the Open Reaction Database (ORD), a public repository of structured organic reaction records. Task: describe an organic reaction: reactants, conditions, products, and yield As a reaction SMILES: [CH2:2]([c:3]1[cH:4][cH:5][cH:6][cH:7][cH:8]1)[N:9]([c:10]1[cH:11][c:12]([CH3:19])[c:13]([CH:14]=[O:15])[cH:16][c:17]1[CH3:18])[CH2:20][c:21]1[cH:22][cH:23][cH:24][cH:25][cH:26]1.[CH3:42][c:43]1[cH:44][cH:45][cH:46][cH:47][cH:48]1.[ClH:1].[OH:27][CH2:28][CH2:29][OH:30].[c:31]1([CH3:32])[cH:33][cH:34][c:35]([S:36]([OH:37])(=[O:38])=[O:39])[cH:40][cH:41]1>>[CH2:2]([c:3]1[cH:4][cH:5][cH:6][cH:7][cH:8]1)[N:9]([c:10]1[cH:11][c:12]([CH3:19])[c:13]([CH:14]2[O:15][CH2:29][CH2:28][O:27]2)[cH:16][c:17]1[CH3:18])[CH2:20][c:21]1[cH:22][cH:23][cH:24][cH:25][cH:26]1. Yields the product Cc1cc(N(Cc2ccccc2)Cc2ccccc2)c(C)cc1C1OCCO1. Starting materials: Cc1cc(N(Cc2ccccc2)Cc2ccccc2)c(C)cc1C=O, Cc1ccccc1, Cl, OCCO, Cc1ccc(S(=O)(=O)O)cc1. Reactants: CC1(C)OB(c2ccc(Nc3nc4ccccc4o3)c(F)c2)OC1(C)C, CN1CCN(C2CCC(n3nc(I)c4c(N)ncnc43)CC2)CC1. Yields the product CN1CCN(C2CCC(n3nc(-c4ccc(Nc5nc6ccccc6o5)c(F)c4)c4c(N)ncnc43)CC2)CC1. Reaction SMILES: [F:25][c:26]1[c:27]([NH:41][c:42]2[o:43][c:44]3[c:45]([n:46]2)[cH:47][cH:48][cH:49][cH:50]3)[cH:28][cH:29][c:30]([B:32]2[O:33][C:34]([CH3:35])([CH3:36])[C:37]([CH3:38])([CH3:39])[O:40]2)[cH:31]1.[I:1][c:2]1[n:3][n:4]([CH:12]2[CH2:13][CH2:14][CH:15]([N:18]3[CH2:19][CH2:20][N:21]([CH3:24])[CH2:22][CH2:23]3)[CH2:16][CH2:17]2)[c:5]2[n:6][cH:7][n:8][c:9]([NH2:11])[c:10]12>>[c:2]1(-[c:30]2[cH:29][cH:28][c:27]([NH:41][c:42]3[o:43][c:44]4[c:45]([n:46]3)[cH:47][cH:48][cH:49][cH:50]4)[c:26]([F:25])[cH:31]2)[n:3][n:4]([CH:12]2[CH2:13][CH2:14][CH:15]([N:18]3[CH2:19][CH2:20][N:21]([CH3:24])[CH2:22][CH2:23]3)[CH2:16][CH2:17]2)[c:5]2[n:6][cH:7][n:8][c:9]([NH2:11])[c:10]12. The reactants are OC[C@H](C(=O)NOCC1=CC=CC=C1)CCCCC=C ((2R)-2-(hydroxymethyl)-N-benzoxy-7-octenamide), C1(=CC=CC=C1)P(C1=CC=CC=C1)C1=CC=CC=C1 (triphenylphosphine), N(=NC(=O)OC(C)C)C(=O)OC(C)C (diisopropyl azodicarboxylate). Solvent: C1CCOC1 (THF). Yields the product C(CCCC=C)[C@H]1C(N(C1)OCC1=CC=CC=C1)=O ((3R)-3-(5-hexen-1-yl)-N-benzoxy-2-azetidinone). As a reaction SMILES: O[CH2:2][C@@H:3]([CH2:15][CH2:16][CH2:17][CH2:18][CH:19]=[CH2:20])[C:4]([NH:6][O:7][CH2:8][C:9]1[CH:14]=[CH:13][CH:12]=[CH:11][CH:10]=1)=[O:5].C1(P(C2C=CC=CC=2)C2C=CC=CC=2)C=CC=CC=1.N(C(OC(C)C)=O)=NC(OC(C)C)=O>C1COCC1>[CH2:15]([C@@H:3]1[CH2:2][N:6]([O:7][CH2:8][C:9]2[CH:14]=[CH:13][CH:12]=[CH:11][CH:10]=2)[C:4]1=[O:5])[CH2:16][CH2:17][CH2:18][CH:19]=[CH2:20]. Procedure details: To a mixture of (2R)-2-(hydroxymethyl)-N-benzoxy-7-octenamide (1.51 g, 5.47 mmol) and triphenylphosphine (1.72 g, 6.56 mmol) in THF (50 mL) was added dropwise diisopropyl azodicarboxylate (1.3 mL, 6.56 mmol) at 0° C. The reaction mixture was stirred and allowed to warm to room temperature overnight. The reaction was then quenched with water (50 mL). The aqueous layer was extracted with EtOAc (50 mL×2). The combined organic layers were washed with brine, and dried over MgSO4. After removing the s... Starting materials: COC(C(=COCC)S(=O)(=O)C1=CC(=CC=C1)Cl)=O (2-(3-chloro-benzenesulfonyl)-3-ethoxy-acrylic acid methyl ester), COC(C(=COCC)S(=O)(=O)C1=CC=C(C=C1)F)=O (2-(4-fluoro-benzenesulfonyl)-3-ethoxy-acrylic acid methyl ester), COC(C(=COCC)S(=O)(=O)C1=CC(=CC(=C1)F)C#N)=O (2-(3-cyano-5 fluoro-benzenesulfonyl)-3-ethoxy-acrylic acid methyl ester), COC(C(=COCC)S(=O)(=O)C1=CC(=C(C=C1)F)Cl)=O (2-(3-chloro-4-fluoro-benzenesulfonyl)-3-ethoxy-acrylic acid methyl ester), COC(C(=COCC)S(=O)(=O)C1=CC(=CC(=C1)Cl)Cl)=O (2-(3,5-dichloro-benzenesulfonyl)-3-ethoxy-acrylic acid methyl ester). The product is COC(C(=COCC)S(=O)(=O)C1=CC=C(C=C1)Cl)=O (2-(4-Chloro-benzenesulfonyl)-3-ethoxy-acrylic acid methyl ester). As a reaction SMILES: [CH3:1][O:2][C:3](=[O:19])[C:4]([S:9]([C:12]1[CH:17]=[CH:16][CH:15]=[C:14](Cl)[CH:13]=1)(=[O:11])=[O:10])=[CH:5][O:6][CH2:7][CH3:8].COC(=O)C(S(C1C=CC(F)=C([Cl:38])C=1)(=O)=O)=COCC.COC(=O)C(S(C1C=C(Cl)C=C(Cl)C=1)(=O)=O)=COCC.COC(=O)C(S(C1C=CC(F)=CC=1)(=O)=O)=COCC.COC(=O)C(S(C1C=C(F)C=C(C#N)C=1)(=O)=O)=COCC>>[CH3:1][O:2][C:3](=[O:19])[C:4]([S:9]([C:12]1[CH:17]=[CH:16][C:15]([Cl:38])=[CH:14][CH:13]=1)(=[O:11])=[O:10])=[CH:5][O:6][CH2:7][CH3:8]. Reported procedure: Applying the above procedure the following compounds were prepared: e.g. 2-(3-chloro-benzenesulfonyl)-3-ethoxy-acrylic acid methyl ester (MS (EI) M+=305.1); 2-(3-chloro-4-fluoro-benzenesulfonyl)-3-ethoxy-acrylic acid methyl ester (MS (EI) M+=323.1); 2-(3,5-dichloro-benzenesulfonyl)-3-ethoxy-acrylic acid methyl ester (MS (EI) M+=340.1); 2-(4-fluoro-benzenesulfonyl)-3-ethoxy-acrylic acid methyl ester (MS (EI) M+=289.1); 2-(3-cyano-5 fluoro-benzenesulfonyl)-3-ethoxy-acrylic acid methyl ester (MS (E... Reactants: CC(=O)CCCCBr, CCC(C)(C)C(=O)n1cnc2c1c(=O)[nH]c(=O)n2C, CS(C)=O, [H-], [Na+], O. Product: CCC(C)(C)C(=O)n1cnc2c1c(=O)n(CCCCC(C)=O)c(=O)n2C. RXN SMILES: [Br:22][CH2:23][CH2:24][CH2:25][CH2:26][C:27]([CH3:28])=[O:29].[CH3:1][n:2]1[c:3](=[O:19])[nH:4][c:5](=[O:18])[c:6]2[n:7]([C:11]([C:12]([CH2:13][CH3:14])([CH3:15])[CH3:16])=[O:17])[cH:8][n:9][c:10]12.[CH3:31][S:32]([CH3:33])=[O:34].[H-:21].[Na+:20].[OH2:30]>>[CH3:1][n:2]1[c:3](=[O:19])[n:4]([CH2:23][CH2:24][CH2:25][CH2:26][C:27]([CH3:28])=[O:29])[c:5](=[O:18])[c:6]2[n:7]([C:11]([C:12]([CH2:13][CH3:14])([CH3:15])[CH3:16])=[O:17])[cH:8][n:9][c:10]12. Starting materials: C[O-].[Na+] (sodium methylate), C(C)(=O)SCCC1=CC=CC(=N1)N (6-(2-Acetylthioethyl)-2-pyridylamine). Run in CO (methanol), Cl (hydrochloric acid), CO (methanol). The product is NC1=CC=CC(=N1)CCS (2-(6-Amino-2-pyridyl)ethanethiol), product. RXN SMILES: C([S:4][CH2:5][CH2:6][C:7]1[N:12]=[C:11]([NH2:13])[CH:10]=[CH:9][CH:8]=1)(=O)C.C[O-].[Na+]>CO.Cl>[NH2:13][C:11]1[N:12]=[C:7]([CH2:6][CH2:5][SH:4])[CH:8]=[CH:9][CH:10]=1 |f:1.2|. Procedure details: 6-(2-Acetylthioethyl)-2-pyridylamine (0.56 g) was dissolved in methanol (10 ml). To the solution was added, at 0° C., sodium methylate (a 4.9N methanol solution, 0.58 ml), and the mixture was stirred for 30 minutes. To the reaction mixture was added iN hydrochloric acid (2.85 ml), followed by concentration under reduced pressure. To the concentrate was added ethyl acetate (10 ml), which was subjected to extraction. The extract solution was dried over anhydrous magnesium sulfate, followed by conc... Reactants: S(=O)(=O)(OC)[O-] (methyl sulphate), NC1=C(NS(=O)(=O)C2=CC=C(C)C=C2)C=C(C=C1[N+](=O)[O-])C (2-amino-3-nitro-5-methyl-N-tosylaniline), S(=O)(=O)(OC)[O-] (methyl sulphate). The solvent is [OH-].[Na+] (sodium hydroxide), [OH-].[Na+] (sodium hydroxide). Run at temperature 10 celsius. Product: NC1=C(N(S(=O)(=O)C2=CC=C(C)C=C2)C)C=C(C=C1[N+](=O)[O-])C (2-amino-3-nitro-5-methyl-N-methyl-N-tosylaniline). RXN SMILES: [NH2:1][C:2]1[C:18]([N+:19]([O-:21])=[O:20])=[CH:17][C:16]([CH3:22])=[CH:15][C:3]=1[NH:4][S:5]([C:8]1[CH:14]=[CH:13][C:11]([CH3:12])=[CH:10][CH:9]=1)(=[O:7])=[O:6].S([O-])(O[CH3:27])(=O)=O>[OH-].[Na+]>[NH2:1][C:2]1[C:18]([N+:19]([O-:21])=[O:20])=[CH:17][C:16]([CH3:22])=[CH:15][C:3]=1[N:4]([CH3:27])[S:5]([C:8]1[CH:9]=[CH:10][C:11]([CH3:12])=[CH:13][CH:14]=1)(=[O:7])=[O:6] |f:2.3|. Reported procedure: 0.246 mol (79 g) of 2-amino-3-nitro-5-methyl-N-tosylaniline is dissolved in 260 ml of normal sodium hydroxide solution at 40° C. 0.286 mol (30 ml) of methyl sulphate is added gradually in the course of 3 hours, the temperature being kept at about 40° C. Towards the end of the addition of the methyl sulphate, the pH of the reaction medium is kept alkaline by simultaneously adding 20 ml of normal sodium hydroxide solution. After cooling to about 10° C., the expected product which has precipitated ... Procedure details: 4 g of 4-(2-thenoyl)-2,6-dimethyl-phenoxyacetic acid and 4 g of hydroxylamine hydrochloride were dissolved in 30 ml of pyridine and the mixture was kept for 3 hours at reflux. The mixture was then poured into an N aqueous solution of hydrochloric acid and the oxime extracted in ethyl ether. The remaining solid, after evaporation of the solvent, was a mixture of the two isomers of the oxime which melted at 152° C. Reactants: C1(=CC=CS1)C(=O)C1=CC(=C(OCC(=O)O)C(=C1)C)C (4-(2-thenoyl)-2,6-dimethyl-phenoxyacetic acid), Cl.NO (hydroxylamine hydrochloride), Cl (hydrochloric acid). Run in N1=CC=CC=C1 (pyridine). Conditions: time 3 hour. Reaction SMILES: [C:1]1([C:6]([C:8]2[CH:18]=[C:17]([CH3:19])[C:11]([O:12][CH2:13][C:14]([OH:16])=[O:15])=[C:10]([CH3:20])[CH:9]=2)=O)[S:5][CH:4]=[CH:3][CH:2]=1.Cl.[NH2:22][OH:23].Cl>N1C=CC=CC=1>[S:5]1[CH:4]=[CH:3][CH:2]=[C:1]1[C:6](=[N:22][OH:23])[C:8]1[CH:18]=[C:17]([CH3:19])[C:11]([O:12][CH2:13][C:14]([OH:16])=[O:15])=[C:10]([CH3:20])[CH:9]=1 |f:1.2|. Yields the product S1C(=CC=C1)C(C1=CC(=C(OCC(=O)O)C(=C1)C)C)=NO (4-[(2-thienyl)hydroxyiminomethyl]-2,6-dimethyl-phenoxyacetic acid). Starting materials: C(C1=CC=CC=C1)=C1C(=C(C(N1)=O)N=O)OC (5-benzylidene-4-methoxy-3-nitroso-1,5-dihydropyrrol-2-one), CN (methylamine). Run in CO (methanol). Yields the product C(C1=CC=CC=C1)=C1C(=C(C(N1)=O)N=O)NC (5-benzylidene-4-methylamino-3-nitroso-1,5-dihydropyrrol-2-one). The yield is 50.0%. Reaction SMILES: [CH:1](=[C:8]1[NH:12][C:11](=[O:13])[C:10]([N:14]=[O:15])=[C:9]1OC)[C:2]1[CH:7]=[CH:6][CH:5]=[CH:4][CH:3]=1.[CH3:18][NH2:19]>CO>[CH:1](=[C:8]1[NH:12][C:11](=[O:13])[C:10]([N:14]=[O:15])=[C:9]1[NH:19][CH3:18])[C:2]1[CH:7]=[CH:6][CH:5]=[CH:4][CH:3]=1. Procedure: A solution of 0.11 g (0.5 mmol) 5-benzylidene-4-methoxy-3-nitroso-1,5-dihydropyrrol-2-one (prepared by the method of H. Poschenrieder et al (Arch. Pharm. Pharm. Med. Chem. 1998, vol. 331, pp. 389-394) and Stachel et al (J. Heterocycl. Chem. 1980, vol. 17, pp. 1195-1199 and Liebigs Ann. Chem. 1985, pp. 1692-1696)) in methanol was boiled under reflux with 0.25 ml (0.25 mmol) methylamine solution for two minutes. The compound 5-benzylidene-4-methylamino-3-nitroso-1,5-dihydropyrrol-2-one was obtaine... The reactants are CC(=O)O[BH-](OC(C)=O)OC(C)=O, O=C([O-])O, ClCCl, COc1ccc(C=O)cc1, CC(=O)O, COc1ccc(-c2cc3cc(F)c(F)cc3[nH]2)cc1N, [Na+], [Na+]. Product: COc1ccc(CNc2cc(-c3cc4cc(F)c(F)cc4[nH]3)ccc2OC)cc1. Reaction SMILES: [C:35]([O:36][BH-:37]([O:38][C:39](=[O:40])[CH3:41])[O:42][C:43](=[O:44])[CH3:45])(=[O:46])[CH3:47].[C:49](=[O:50])([OH:51])[O-:52].[CH2:54]([Cl:55])[Cl:56].[CH3:1][O:2][c:3]1[cH:4][cH:5][c:6]([CH:7]=[O:8])[cH:9][cH:10]1.[CH3:31][C:32](=[O:33])[OH:34].[F:11][c:12]1[cH:13][c:14]2[cH:15][c:16](-[c:22]3[cH:23][cH:24][c:25]([O:29][CH3:30])[c:26]([NH2:28])[cH:27]3)[nH:17][c:18]2[cH:19][c:20]1[F:21].[Na+:48].[Na+:53]>>[CH3:1][O:2][c:3]1[cH:4][cH:5][c:6]([CH2:7][NH:28][c:26]2[c:25]([O:29][CH3:30])[cH:24][cH:23][c:22](-[c:16]3[cH:15][c:14]4[cH:13][c:12]([F:11])[c:20]([F:21])[cH:19][c:18]4[nH:17]3)[cH:27]2)[cH:9][cH:10]1.